Dataset: the Open Reaction Database (ORD), a public repository of structured organic reaction records. Task: describe an organic reaction: reactants, conditions, products, and yield The reactants are Cc1ccc(-n2nccn2)c(C(=O)N2CC(CO)OCC2C)c1, Clc1nccc2ccccc12, [H-], [Na+], CN(C)C=O. Yields the product Cc1ccc(-n2nccn2)c(C(=O)N2CC(COc3nccc4ccccc34)OCC2C)c1. As a reaction SMILES: [CH3:1][CH:2]1[N:3]([C:10]([c:11]2[c:12](-[n:18]3[n:19][cH:20][cH:21][n:22]3)[cH:13][cH:14][c:15]([CH3:17])[cH:16]2)=[O:23])[CH2:4][CH:5]([CH2:8][OH:9])[O:6][CH2:7]1.[Cl:24][c:25]1[n:26][cH:27][cH:28][c:29]2[cH:30][cH:31][cH:32][cH:33][c:34]12.[H-:36].[Na+:35].[O:37]=[CH:38][N:39]([CH3:40])[CH3:41]>>[CH3:1][CH:2]1[N:3]([C:10]([c:11]2[c:12](-[n:18]3[n:19][cH:20][cH:21][n:22]3)[cH:13][cH:14][c:15]([CH3:17])[cH:16]2)=[O:23])[CH2:4][CH:5]([CH2:8][O:9][c:25]2[n:26][cH:27][cH:28][c:29]3[cH:30][cH:31][cH:32][cH:33][c:34]23)[O:6][CH2:7]1.